Dataset: the Open Reaction Database (ORD), a public repository of structured organic reaction records. Task: describe an organic reaction: reactants, conditions, products, and yield Reactants: C(C1=CC=CC=C1)OC(=O)N1CCC(CC1)N1CCC(CC1)N1C(N[C@H]2[C@@H]1CCCC2)=O (cis-(+/−)-benzyl-4-(2-oxooctahydro-1H-benzimidazol-1-yl)-1,4′-bipiperidine-1′-carboxylate). The reagents and catalysts are [Pd] (Pd/C). The solvent is CCO (EtOH). Run at time 3 hour. Product: C(C1=CC=CC=C1)(=O)N1CCC(CC1)N1CCC(CC1)N1C(N[C@H]2[C@@H]1CCCC2)=O (cis(+/−)-1-(1′-benzoyl-1,4′-bipiperidin-4-yl)octahydro-2H-benzimidazol-2-one). Yield: 99.6%. Reaction SMILES: C([O:8][C:9]([N:11]1[CH2:16][CH2:15][CH:14]([N:17]2[CH2:22][CH2:21][CH:20]([N:23]3[C@H:27]4[CH2:28][CH2:29][CH2:30][CH2:31][C@H:26]4[NH:25][C:24]3=[O:32])[CH2:19][CH2:18]2)[CH2:13][CH2:12]1)=O)C1C=CC=CC=1>CCO.[Pd]>[C:9]([N:11]1[CH2:16][CH2:15][CH:14]([N:17]2[CH2:18][CH2:19][CH:20]([N:23]3[C@H:27]4[CH2:28][CH2:29][CH2:30][CH2:31][C@H:26]4[NH:25][C:24]3=[O:32])[CH2:21][CH2:22]2)[CH2:13][CH2:12]1)(=[O:8])[C:26]1[CH:31]=[CH:30][CH:29]=[CH:28][CH:27]=1. Procedure: To a solution of cis-(+/−)-benzyl-4-(2-oxooctahydro-1H-benzimidazol-1-yl)-1,4′-bipiperidine-1′-carboxylate (800 mg, 1.82 mmol) in EtOH (50 mL) was added 10% Pd/C (80 mg) and the mixture was hydrogenated at 40 psi for 3 h. Filtration of catalyst on celite and removal of solvent afforded the title compound (372 mg, 67%), which was used without further purification. MS (M+1): 306.0 Starting materials: [OH-].[K+] (potassium hydroxide), C(C)(=O)OC1=CC2=CC=CC=C2C=C1S(=O)(=O)CCCCCCCCCCCCCCCCCC (3-octadecanesulfonyl-2-naphthyl acetate), Cl (hydrochloric acid). Run in C(C)O (ethanol). Reaction conditions: time 1.5 hour. Yields the product C(CCCCCCCCCCCCCCCCC)S(=O)(=O)C=1C(=CC2=CC=CC=C2C1)O (3-Octadecanesulfonyl-2-naphthol). The yield is 78.1%. RXN SMILES: [OH-].[K+].C([O:6][C:7]1[C:16]([S:17]([CH2:20][CH2:21][CH2:22][CH2:23][CH2:24][CH2:25][CH2:26][CH2:27][CH2:28][CH2:29][CH2:30][CH2:31][CH2:32][CH2:33][CH2:34][CH2:35][CH2:36][CH3:37])(=[O:19])=[O:18])=[CH:15][C:14]2[C:9](=[CH:10][CH:11]=[CH:12][CH:13]=2)[CH:8]=1)(=O)C.Cl>C(O)C>[CH2:20]([S:17]([C:16]1[C:7]([OH:6])=[CH:8][C:9]2[C:14]([CH:15]=1)=[CH:13][CH:12]=[CH:11][CH:10]=2)(=[O:19])=[O:18])[CH2:21][CH2:22][CH2:23][CH2:24][CH2:25][CH2:26][CH2:27][CH2:28][CH2:29][CH2:30][CH2:31][CH2:32][CH2:33][CH2:34][CH2:35][CH2:36][CH3:37] |f:0.1|. Reported procedure: To a solution of 25 g potassium hydroxide in 500 ml ethanol was added 25 g (0.050 mole) 3-octadecanesulfonyl-2-naphthyl acetate. The mixture was stirred at room temperature in a nitrogen atmosphere for 1.5 hr. then acidified with 5% hydrochloric acid. The solid was collected, dried, and recrystallized from hexane-ethyl acetate to give 18 g of white product, m.p. 98°-99° C. The reactants are Cc1cccc(N2CCNCC2C)c1, CCN(C(C)C)C(C)C, Cc1ccc(-c2cc(CCC=O)nn2-c2ccccc2)cc1. Product: Cc1ccc(-c2cc(CCCN3CCN(c4cccc(C)c4)C(C)C3)nn2-c2ccccc2)cc1. As a reaction SMILES: [CH3:23][CH:24]1[N:25]([c:30]2[cH:31][c:32]([CH3:36])[cH:33][cH:34][cH:35]2)[CH2:26][CH2:27][NH:28][CH2:29]1.[CH:37]([N:38]([CH2:39][CH3:40])[CH:41]([CH3:42])[CH3:43])([CH3:44])[CH3:45].[c:1]1(-[n:7]2[n:8][c:9]([CH2:19][CH2:20][CH:21]=[O:22])[cH:10][c:11]2-[c:12]2[cH:13][cH:14][c:15]([CH3:18])[cH:16][cH:17]2)[cH:2][cH:3][cH:4][cH:5][cH:6]1>>[c:1]1(-[n:7]2[n:8][c:9]([CH2:19][CH2:20][CH2:21][N:28]3[CH2:27][CH2:26][N:25]([c:30]4[cH:31][c:32]([CH3:36])[cH:33][cH:34][cH:35]4)[CH:24]([CH3:23])[CH2:29]3)[cH:10][c:11]2-[c:12]2[cH:13][cH:14][c:15]([CH3:18])[cH:16][cH:17]2)[cH:2][cH:3][cH:4][cH:5][cH:6]1.